This data is from the Open Reaction Database (ORD), a public repository of structured organic reaction records. The task is: describe an organic reaction: reactants, conditions, products, and yield The reactants are [H-].[Na+] (sodium hydride), C1(=CC=CC=C1)B(C1=CC=CC=C1)C1=CC=CC=C1 (triphenylboron), N1C=CC=C1 (pyrrole), O1CCCC1 (tetrahydrofuran), O1CCCC1 (tetrahydrofuran). Reaction conditions: time 5 hour. Product: N1(C=CC=C1)[B-](C1=CC=CC=C1)(C1=CC=CC=C1)C1=CC=CC=C1.C(C)[N+](CC)(CC)CC (Tetraethylammonium (1-Pyrrolyl)Triphenylborate). Reaction SMILES: [H-].[Na+].[C:3]1([B:9]([C:16]2[CH:21]=[CH:20][CH:19]=[CH:18][CH:17]=2)[C:10]2[CH:15]=[CH:14][CH:13]=[CH:12][CH:11]=2)[CH:8]=[CH:7][CH:6]=[CH:5][CH:4]=1.[NH:22]1[CH:26]=[CH:25][CH:24]=[CH:23]1.O1CC[CH2:29][CH2:28]1>>[N:22]1([B-:9]([C:3]2[CH:4]=[CH:5][CH:6]=[CH:7][CH:8]=2)([C:10]2[CH:15]=[CH:14][CH:13]=[CH:12][CH:11]=2)[C:16]2[CH:17]=[CH:18][CH:19]=[CH:20][CH:21]=2)[CH:26]=[CH:25][CH:24]=[CH:23]1.[CH2:23]([N+:22]([CH2:21][CH3:16])([CH2:28][CH3:29])[CH2:26][CH3:25])[CH3:24] |f:0.1,5.6|. Reported procedure: A mixtue of sodium hydride (0.45 g, 19 mmole) and triphenylboron (3.6 g, 15 mmole) in tetrahydrofuran (100 ml) was slowly added to a stirred solution of pyrrole (1.01 g, 15 mmole) in anhydrous tetrahydrofuran. The mixture was stirred for five hours under nitrogen at room temperature, and the resulting dark solution was filtered through filter paper and diluted with an equal amount of water. An excess of tetraethylammonium chloride solution was added slowly and the precipitate which formed was co... The reactants are CC(C)(Br)C(=O)Nc1cc(C(C)(C)C)on1, CS(=O)(=O)c1ccc(S(=O)O)cc1, Cl, [Na], CN(C)C=O, c1ccncc1. Yields the product CC(C)(C)c1cc(NC(=O)C(C)(C)S(=O)(=O)c2ccc(S(C)(=O)=O)cc2)no1. Reaction SMILES: [Br:1][C:2]([C:3](=[O:4])[NH:5][c:6]1[n:7][o:8][c:9]([C:11]([CH3:12])([CH3:13])[CH3:14])[cH:10]1)([CH3:15])[CH3:16].[CH3:18][S:19](=[O:20])(=[O:21])[c:22]1[cH:23][cH:24][c:25]([S:28](=[O:29])[OH:30])[cH:26][cH:27]1.[ClH:37].[Na:17].[O:38]=[CH:39][N:40]([CH3:41])[CH3:42].[cH:31]1[cH:32][cH:33][n:34][cH:35][cH:36]1>>[C:2]([C:3](=[O:4])[NH:5][c:6]1[n:7][o:8][c:9]([C:11]([CH3:12])([CH3:13])[CH3:14])[cH:10]1)([CH3:15])([CH3:16])[S:28]([c:25]1[cH:24][cH:23][c:22]([S:19]([CH3:18])(=[O:20])=[O:21])[cH:27][cH:26]1)(=[O:29])=[O:30]. Reactants: NC=1C=C(C=CC1C)NC(C)=O (N-(3-amino-4-methyl-phenyl)acetamide), ClC1=NC=CC=N1 (2-chloropyrimidine). Reaction SMILES: [NH2:1][C:2]1[CH:3]=[C:4]([NH:9][C:10](=O)C)[CH:5]=[CH:6][C:7]=1[CH3:8].[Cl:13]C1[N:19]=[CH:18][CH:17]=[CH:16][N:15]=1>CN(C=O)C>[ClH:13].[CH3:8][C:7]1[C:2]([NH2:1])=[CH:3][C:4]([NH:9][C:10]2[N:19]=[CH:18][CH:17]=[CH:16][N:15]=2)=[CH:5][CH:6]=1 |f:3.4|. The solvent is CN(C)C=O (DMF). The yield is 63.4%. Reported procedure: To a solution of N-(3-amino-4-methyl-phenyl)acetamide (5 g, 25 mmol) in DMF (5 mL) was added 2-chloropyrimidine (3.8 g, 33 mmol) and KI (0.5 g). The reaction was stirred at 100° C. overnight, cooled to 10° C. (100 mL). The resulting mixture was extracted with CH2Cl2 (2×100 mL). The combined organic layers were dried (Na2SO4) and concentrated under vacuum. The residue was dissolved in conc. HCl (10 mL), stirred at 80° C. for 2 h and concentrated under vacuum to yield 6-methyl-N′-(pyrimidin-2-yl)b... Product: Cl.CC1=CC=C(C=C1N)NC1=NC=CC=N1 (6-methyl-N′-(pyrimidin-2-yl)benzene-1,3-diamine hydrochloride). Reaction conditions: temperature 100 celsius, time 8 hour. Reactants: N,N-dicyclohexylcarbodiimide, ON1C(CCC1=O)=O (N-hydroxysuccinimide), BrC=1C=NC=C(C(=O)O)C1 (5-bromonicotinic acid). Run in C(C)(=O)OCC (ethyl acetate). Run at time 4 hour. Product: BrC=1C=NC=C(C(=O)O)C1.ON1C(CCC1=O)=O (N-hydroxysuccinimide 5-bromonicotinate). RXN SMILES: [OH:1][N:2]1[C:6](=[O:7])[CH2:5][CH2:4][C:3]1=[O:8].[Br:9][C:10]1[CH:11]=[N:12][CH:13]=[C:14]([CH:18]=1)[C:15]([OH:17])=[O:16]>C(OCC)(=O)C>[Br:9][C:10]1[CH:11]=[N:12][CH:13]=[C:14]([CH:18]=1)[C:15]([OH:17])=[O:16].[OH:1][N:2]1[C:6](=[O:7])[CH2:5][CH2:4][C:3]1=[O:8] |f:3.4|. Reported procedure: 1.77 g of N,N-dicyclohexylcarbodiimide are added to 1 g of N-hydroxysuccinimide and 5.2 g of 5-bromonicotinic acid dissolved in 100 ml of abs. ethyl acetate at 50° C. The reaction mixture is stirred at room temperature for 4 hours, then cooled to 5° C. and the precipitated white crystals are filtered off. The filtrate is evaporated under reduced pressure and the residue is recrystallized from ethanol. The reactants are NC1=NC(=NC(=N1)CC1=C(C=CC=C1Cl)Cl)NC1=CC=C(C#N)C=C1 (4-[[4-amino-6-[(2,6-dichlorophenyl)methyl]-1,3,5-triazin-2-yl]amino]benzonitrile), COC(N(C)C)OC (1,1-dimethoxy-N,N-dimethylmethanamine). Reaction conditions: time 8 hour. Product: ClC1=C(C(=CC=C1)Cl)CC1=NC(=NC(=N1)N=CN(C)C)NC1=CC=C(C#N)C=C1 (4-[[4-[(2,6-dichlorophenyl)methyl]-6-[[(dimethylamino)methylene]amino]-1,3,5-triazin-2-yl]amino]benzonitrile). RXN SMILES: [NH2:1][C:2]1[N:7]=[C:6]([CH2:8][C:9]2[C:14]([Cl:15])=[CH:13][CH:12]=[CH:11][C:10]=2[Cl:16])[N:5]=[C:4]([NH:17][C:18]2[CH:25]=[CH:24][C:21]([C:22]#[N:23])=[CH:20][CH:19]=2)[N:3]=1.CO[CH:28](OC)[N:29]([CH3:31])[CH3:30]>>[Cl:16][C:10]1[CH:11]=[CH:12][CH:13]=[C:14]([Cl:15])[C:9]=1[CH2:8][C:6]1[N:7]=[C:2]([N:1]=[CH:28][N:29]([CH3:31])[CH3:30])[N:3]=[C:4]([NH:17][C:18]2[CH:19]=[CH:20][C:21]([C:22]#[N:23])=[CH:24][CH:25]=2)[N:5]=1. Procedure details: Compound (1) (0.0016 mol) and 1,1-dimethoxy-N,N-dimethylmethanamine (21 ml) were combined and stirred vigorously at ambient temperature for 8 hours. The reaction mixture was filtered and the collected solid was washed with ether (Fraction A). Additional compound was obtained by concentration of the filtrate (Fraction B). Fractions A and B were combined and recrystallized from ethanol, yielding 0.15 g of 4-[[4-[(2,6-dichlorophenyl)methyl]-6-[[(dimethylamino)methylene]amino]-1,3,5-triazin-2-yl]ami... Starting materials: C=O (paraformaldehyde), C[C@H]1C[C@@H](NCC1)C(=O)O ((2R,4R)-4-methylpiperidine-2-carboxylic acid), C=O (paraformaldehyde). The reagents and catalysts are [Pd] (Pd/C). Run in CO (MeOH), O (water). Reaction conditions: time 8 hour. Product: CN1[C@H](C[C@@H](CC1)C)C(=O)O ((2R,4R)-1,4-dimethylpiperidine-2-carboxylic acid). Yield: 85.1%. RXN SMILES: [CH3:1][C@@H:2]1[CH2:7][CH2:6][NH:5][C@@H:4]([C:8]([OH:10])=[O:9])[CH2:3]1.[CH2:11]=O>CO.O.[Pd]>[CH3:11][N:5]1[CH2:6][CH2:7][C@@H:2]([CH3:1])[CH2:3][C@@H:4]1[C:8]([OH:10])=[O:9]. Procedure: To a solution of (2R,4R)-4-methylpiperidine-2-carboxylic acid (2 g, 13.97 mmol) in MeOH (40 mL) and water (40.0 mL) was added paraformaldehyde (2.52 g, 27.94 mmol) and Pd/C (10%) (0.8 g, 7.52 mmol). The reaction mixture was stirred under a hydrogen atmosphere at room temperature overnight. From TLC, the reaction was not completed. Another one equivalent of paraformaldehyde (2.52 g, 27.94 mmol) was added and the reaction mixture was stirred another 24 hours. TLC indicated the reaction was complet... The reactants are Cl.C(#N)C1=CC=C(C=C1)C=1C(=NC2=CC=CC=C2C1)SCCN(C)C (3-(p-cyanophenyl)-2-(2-dimethylaminoethylthio)quinoline hydrochloride), C(C)(C)(C)O (t-butanol), [OH-].[K+] (potassium hydroxide). Run in O (Water). Yields the product Cl.C(N)(=O)C1=CC=C(C=C1)C=1C(=NC2=CC=CC=C2C1)SCCN(C)C (3-(p-carbamoylphenyl)-2-(2-dimethylaminoethylthio)quinoline hydrochloride). RXN SMILES: [ClH:1].[C:2]([C:4]1[CH:9]=[CH:8][C:7]([C:10]2[C:11]([S:20][CH2:21][CH2:22][N:23]([CH3:25])[CH3:24])=[N:12][C:13]3[C:18]([CH:19]=2)=[CH:17][CH:16]=[CH:15][CH:14]=3)=[CH:6][CH:5]=1)#[N:3].C([OH:30])(C)(C)C.[OH-].[K+]>O>[ClH:1].[C:2]([C:4]1[CH:5]=[CH:6][C:7]([C:10]2[C:11]([S:20][CH2:21][CH2:22][N:23]([CH3:25])[CH3:24])=[N:12][C:13]3[C:18]([CH:19]=2)=[CH:17][CH:16]=[CH:15][CH:14]=3)=[CH:8][CH:9]=1)(=[O:30])[NH2:3] |f:0.1,3.4,6.7|. Procedure: A mixture of 3-(p-cyanophenyl)-2-(2-dimethylaminoethylthio)quinoline hydrochloride (see Ex. 30, 0.65 g.), t-butanol (25 ml.) and potassium hydroxide (0.6 g.) was heated at 40° for 1 hr. Water (20 ml.) was added to the mixture and the t-butanol was evaporated. Additional water (20 ml.) was added, and the mixture was extracted with chloroform (3×30 ml.). The chloroform extract was washed with water (2×10 ml.) and dried (MgSO4). The solvent was evaporated and the residue was crystallised from ethan...